Task: describe an organic reaction: reactants, conditions, products, and yield. Dataset: the Open Reaction Database (ORD), a public repository of structured organic reaction records Starting materials: O.OC1=CC=CC=2NN=NC21 (Hydroxybenzotriazole hydrate), (3-dimethylminopropyl)-3-ethylcarbodiimide, CN1CCOCC1 (N-methylmorpholine), FC1=CC=C(C=C1)S(=O)(=O)N1[C@@H](CCCC1)C(=O)O ((2S)-1-[(4-fluorophenyl)sulfonyl]-2-piperidinecarboxylic acid), NC(CO)C (2-aminopropanol). Run in C(C)(=O)OCC (ethyl acetate). Run at time 15 minute. The product is FC1=CC=C(C=C1)S(=O)(=O)N1[C@@H](CCCC1)C(=O)NCC(C)O ((2S)-1-[(4-fluorophenyl)sulfonyl]-N2-(2-hydroxypropyl)-2-piperidinecarboxamide). The yield is 83.1%. As a reaction SMILES: O.[OH:2][C:3]1[C:11]2[N:10]=NNC=2C=C[CH:4]=1.CN1CCOCC1.[F:19][C:20]1[CH:25]=[CH:24][C:23]([S:26]([N:29]2[CH2:34][CH2:33][CH2:32][CH2:31][C@H:30]2[C:35]([OH:37])=O)(=[O:28])=[O:27])=[CH:22][CH:21]=1.NC(C)CO>C(OCC)(=O)C>[F:19][C:20]1[CH:21]=[CH:22][C:23]([S:26]([N:29]2[CH2:34][CH2:33][CH2:32][CH2:31][C@H:30]2[C:35]([NH:10][CH2:11][CH:3]([OH:2])[CH3:4])=[O:37])(=[O:27])=[O:28])=[CH:24][CH:25]=1 |f:0.1|. Procedure details: Hydroxybenzotriazole hydrate (297 mg), (3-dimethylminopropyl)-3-ethylcarbodiimide (421 mg) and N-methylmorpholine (241 ml) were added to a solution of (2S)-1-[(4-fluorophenyl)sulfonyl]-2-piperidinecarboxylic acid (575 mg) [see Preparation 38]. The reaction mixture was stirred for 15 mins, then 2-aminopropanol (170 ml) was added and stirring continued for 18 hrs at room temperature. The mixture was then diluted with ethyl acetate and washed with 2M aqueous hydrochloric acid, saturated sodium hydr... The reactants are BrC=1C=C(C=CC1)CN1C(=CC2=C(C(=CC=C12)C#N)C(F)(F)F)C (1-[(3-bromophenyl)methyl]-2-methyl-4-(trifluoromethyl)-1H-indole-5-carbonitrile), FC(C=1C=C(C=CC1)B(O)O)(F)F ([3-(trifluoromethyl)phenyl]boronic acid). The product is CC=1N(C2=CC=C(C(=C2C1)C(F)(F)F)C#N)CC=1C=C(C=CC1)C1=CC(=CC=C1)C(F)(F)F (2-Methyl-4-(trifluoromethyl)-1-{[3′-(trifluoromethyl)-3-biphenylyl]methyl}-1H-indole-5-carbonitrile). Reaction SMILES: Br[C:2]1[CH:3]=[C:4]([CH2:8][N:9]2[C:17]3[C:12](=[C:13]([C:20]([F:23])([F:22])[F:21])[C:14]([C:18]#[N:19])=[CH:15][CH:16]=3)[CH:11]=[C:10]2[CH3:24])[CH:5]=[CH:6][CH:7]=1.[F:25][C:26]([F:37])([F:36])[C:27]1[CH:28]=[C:29](B(O)O)[CH:30]=[CH:31][CH:32]=1>>[CH3:24][C:10]1[N:9]([CH2:8][C:4]2[CH:3]=[C:2]([C:31]3[CH:30]=[CH:29][CH:28]=[C:27]([C:26]([F:37])([F:36])[F:25])[CH:32]=3)[CH:7]=[CH:6][CH:5]=2)[C:17]2[C:12]([CH:11]=1)=[C:13]([C:20]([F:23])([F:22])[F:21])[C:14]([C:18]#[N:19])=[CH:15][CH:16]=2. Reported procedure: Synthesized as described in Example 310D using 1-[(3-bromophenyl)methyl]-2-methyl-4-(trifluoromethyl)-1H-indole-5-carbonitrile (Example 318A) and [3-(trifluoromethyl)phenyl]boronic acid: 1H NMR (400 MHz, CDCl3) δ 7.73 (s, 1H), 7.65-7.35 (m, 8H), 6.81 (d, J=7.6 Hz, 1H), 6.68 (s, 1H), 5.44 (s, 2H), 2.48 (s, 3H): MS (ES) m/z 459 (M+1). Starting materials: C(C1=CC=CC=C1)N(C(=O)C(CCC(=O)OC)CSC1=CC(=C(C=C1)Cl)Cl)C (methyl 4-(N-benzyl-N-methylcarbamoyl)-5-(3,4-dichlorophenylthio)pentanoate), ClC1=CC(=CC=C1)C(=O)OO (m-chloroperbenzoic acid), C(Cl)(Cl)Cl (chloroform), S(=O)([O-])[O-].[Na+].[Na+] (sodium sulfite). Conditions: temperature 0 celsius. Product: C(C1=CC=CC=C1)N(C(=O)C(CCC(=O)OC)CS(=O)(=O)C1=CC(=C(C=C1)Cl)Cl)C (methyl 4-(N-benzyl-N-methylcarbamoyl)-5-(3,4-dichlorophenylsulfonyl)pentanoate). As a reaction SMILES: [CH2:1]([N:8]([CH3:28])[C:9]([CH:11]([CH2:18]SC1C=CC(Cl)=C(Cl)C=1)[CH2:12][CH2:13][C:14]([O:16][CH3:17])=[O:15])=[O:10])[C:2]1[CH:7]=[CH:6][CH:5]=[CH:4][CH:3]=1.[Cl:29][C:30]1[CH:35]=[CH:34][CH:33]=[C:32](C(OO)=O)[CH:31]=1.[S:40]([O-:43])([O-])=[O:41].[Na+].[Na+].C(Cl)(Cl)[Cl:47]>>[CH2:1]([N:8]([CH3:28])[C:9]([CH:11]([CH2:18][S:40]([C:32]1[CH:33]=[CH:34][C:35]([Cl:47])=[C:30]([Cl:29])[CH:31]=1)(=[O:43])=[O:41])[CH2:12][CH2:13][C:14]([O:16][CH3:17])=[O:15])=[O:10])[C:2]1[CH:3]=[CH:4][CH:5]=[CH:6][CH:7]=1 |f:2.3.4|. Procedure details: Into a solution of methyl 4-(N-benzyl-N-methylcarbamoyl)-5-(3,4-dichlorophenylthio)pentanoate (110 mg) in dry chloroform (4 ml) were added portions of m-chloroperbenzoic acid (80%, 160 mg) with stirring at 0° C. After stirring at room temperature for 4 hours, sodium sulfite was added. The reaction mixture was washed with a saturated sodium bicarbonate solution and water, dried over MgSO4, and concentrated in vacuo. The residue was purified by preparative thin-layer chromatography on silica by de... Reactants: [OH-].[Na+] (NaOH), BrC1=CC(=C(S1)C1=C(N=C2N1N=C(C=C2C(CC)CC)C)C)Cl (3-(5-bromo-3-chloro-thiophen-2-yl)-8-(1-ethyl-propyl)-2,6-dimethyl-imidazo[1,2-b]pyridazine), FC(C(=O)O)(F)F (trifluoroacetic acid), C1CC(=O)N(C1=O)Br (NBS). Solvent: OS(=O)(=O)O (H2SO4). The product is BrC=1C(=C(SC1Br)C1=C(N=C2N1N=C(C=C2C(CC)CC)C)C)Cl (3-(4,5-dibromo-3-chloro-thiophen-2-yl)-8-(1-ethyl-propyl)-2,6-dimethyl-imidazo[1,2-b]pyridazine). The yield is 93.7%. Reaction SMILES: [Br:1][C:2]1[S:6][C:5]([C:7]2[N:11]3[N:12]=[C:13]([CH3:21])[CH:14]=[C:15]([CH:16]([CH2:19][CH3:20])[CH2:17][CH3:18])[C:10]3=[N:9][C:8]=2[CH3:22])=[C:4]([Cl:23])[CH:3]=1.FC(F)(F)C(O)=O.C1C(=O)N([Br:38])C(=O)C1.[OH-].[Na+]>OS(O)(=O)=O>[Br:38][C:3]1[C:4]([Cl:23])=[C:5]([C:7]2[N:11]3[N:12]=[C:13]([CH3:21])[CH:14]=[C:15]([CH:16]([CH2:19][CH3:20])[CH2:17][CH3:18])[C:10]3=[N:9][C:8]=2[CH3:22])[S:6][C:2]=1[Br:1] |f:3.4|. Procedure details: To a solution of 3-(5-bromo-3-chloro-thiophen-2-yl)-8-(1-ethyl-propyl)-2,6-dimethyl-imidazo[1,2-b]pyridazine (5.92 g, 14.34 mmol) and trifluoroacetic acid (40 mL) and 98% H2SO4 (10 ml) is added NBS (3.83 g, 21.15 mmol). After 10 minutes the solution is poured into ice, and made basic with 5M NaOH. The slurry is extracted with EtOAc (3×100 mL), the combined organic layers washed with water (2×400 mL), brine (400 mL), dried over MgSO4, filtered and concentrated to furnish the title compound (6.61 ...